Task: describe an organic reaction: reactants, conditions, products, and yield. Dataset: the Open Reaction Database (ORD), a public repository of structured organic reaction records The reactants are CC(C)(C)OC(=O)N1CCN2C(=O)c3c(cc(O)cc3C(F)(F)F)C2C1, Cl, O. Yields the product Cl, O=C1c2c(cc(O)cc2C(F)(F)F)C2CNCCN12. Reaction SMILES: [C:1]([O:2][C:3](=[O:4])[N:8]1[CH2:9][CH:10]2[N:11]([C:12](=[O:24])[c:13]3[c:14]([C:20]([F:21])([F:22])[F:23])[cH:15][c:16]([OH:19])[cH:17][c:18]32)[CH2:25][CH2:26]1)([CH3:5])([CH3:6])[CH3:7].[ClH:27].[OH2:28]>>[ClH:27].[NH:8]1[CH2:9][CH:10]2[N:11]([C:12](=[O:24])[c:13]3[c:14]([C:20]([F:21])([F:22])[F:23])[cH:15][c:16]([OH:19])[cH:17][c:18]32)[CH2:25][CH2:26]1.